Task: describe an organic reaction: reactants, conditions, products, and yield. Dataset: the Open Reaction Database (ORD), a public repository of structured organic reaction records Starting materials: C(C)OC([C@H](CC1=CC=C(C=C1)OCCCBr)OC)=O ((2S)-3-[4-(3-bromo-propoxy)-phenyl]-2-methoxy-propionic acid ethyl ester), OC1=C(C#N)C=CC=C1 (2-hydroxy-benzonitrile), CO[C@H](C(=O)O)CC1=CC=C(C=C1)OCCCOC1=CC=CC=C1 ((2S)-2-methoxy-3-[4-(3-phenoxy-propoxy)-phenyl]-propionic acid). Product: C(#N)C1=C(OCCCOC2=CC=C(C=C2)C[C@@H](C(=O)O)OC)C=CC=C1 ((2S)-3-{4-[3-(2-cyano-phenoxy)-propoxy]-phenyl}-2-methoxy-propionic acid). As a reaction SMILES: C([O:3][C:4](=[O:20])[C@@H:5]([O:18][CH3:19])[CH2:6][C:7]1[CH:12]=[CH:11][C:10]([O:13][CH2:14][CH2:15][CH2:16]Br)=[CH:9][CH:8]=1)C.[OH:21][C:22]1[CH:29]=[CH:28][CH:27]=[CH:26][C:23]=1[C:24]#[N:25].CO[C@@H](CC1C=CC(OCCCOC2C=CC=CC=2)=CC=1)C(O)=O>>[C:24]([C:23]1[CH:26]=[CH:27][CH:28]=[CH:29][C:22]=1[O:21][CH2:16][CH2:15][CH2:14][O:13][C:10]1[CH:9]=[CH:8][C:7]([CH2:6][C@H:5]([O:18][CH3:19])[C:4]([OH:3])=[O:20])=[CH:12][CH:11]=1)#[N:25]. Procedure details: The title compound was prepared from (2S)-3-[4-(3-bromo-propoxy)-phenyl]-2-methoxy-propionic acid ethyl ester (Example 284, Step 2) and 2-hydroxy-benzonitrile via the same procedure used for the preparation of (2S)-2-methoxy-3-[4-(3-phenoxy-propoxy)-phenyl]-propionic acid (Example 285, Step 1), to produce a colorless oil. The reactants are CCOC(CN(C(=O)OCc1ccccc1)c1ccc(F)cc1)OCC, CCCCO, Cl, O, NCCc1ccc(O)c(O)c1. Yields the product O=C(OCc1ccccc1)N(CC1NCCc2cc(O)c(O)cc21)c1ccc(F)cc1, Cl. RXN SMILES: [CH2:1]([O:2][CH:4]([O:3][CH2:24][CH3:25])[CH2:5][N:6]([c:7]1[cH:8][cH:9][c:10]([F:13])[cH:11][cH:12]1)[C:14](=[O:15])[O:16][CH2:17][c:18]1[cH:19][cH:20][cH:21][cH:22][cH:23]1)[CH3:26].[CH2:39]([OH:40])[CH2:41][CH2:42][CH3:43].[ClH:27].[OH2:44].[OH:28][c:29]1[cH:30][c:31]([CH2:32][CH2:33][NH2:34])[cH:35][cH:36][c:37]1[OH:38]>>[CH:4]1([CH2:5][N:6]([c:7]2[cH:8][cH:9][c:10]([F:13])[cH:11][cH:12]2)[C:14](=[O:15])[O:16][CH2:17][c:18]2[cH:19][cH:20][cH:21][cH:22][cH:23]2)[NH:34][CH2:33][CH2:32][c:31]2[cH:30][c:29]([OH:28])[c:37]([OH:38])[cH:36][c:35]21.[ClH:27]. Reactants: COC(=O)CC(OC)OC, Cl, [Na+], [OH-], O. Product: COC(CC(=O)O)OC. RXN SMILES: [CH3:1][O:2][CH:3]([CH2:4][C:5](=[O:6])[O:7][CH3:8])[O:9][CH3:10].[ClH:11].[Na+:13].[OH-:12].[OH2:14]>>[CH3:1][O:2][CH:3]([CH2:4][C:5](=[O:6])[OH:7])[O:9][CH3:10]. Reactants: BrCC1CCCCO1, O=C1Nc2ccccc2C12COc1cc3c(cc12)OCCO3, Cc1ccc(S(=O)(=O)OCC2CCN(C(=O)OC(C)(C)C)CC2)cc1. The product is CC(C)(C)OC(=O)N1CCC(CN2C(=O)C3(COc4cc5c(cc43)OCCO5)c3ccccc32)CC1. As a reaction SMILES: [Br:26][CH2:27][CH:28]1[CH2:29][CH2:30][CH2:31][CH2:32][O:33]1.[NH:34]1[C:35](=[O:55])[C:36]2([CH2:37][O:38][c:39]3[cH:40][c:41]4[c:42]([cH:47][c:48]32)[O:43][CH2:44][CH2:45][O:46]4)[c:49]2[cH:50][cH:51][cH:52][cH:53][c:54]21.[S:1]([O:2][CH2:12][CH:13]1[CH2:14][CH2:15][N:16]([C:19](=[O:20])[O:21][C:22]([CH3:23])([CH3:24])[CH3:25])[CH2:17][CH2:18]1)([c:3]1[cH:4][cH:5][c:6]([CH3:7])[cH:8][cH:9]1)(=[O:10])=[O:11]>>[CH2:12]([CH:13]1[CH2:14][CH2:15][N:16]([C:19](=[O:20])[O:21][C:22]([CH3:23])([CH3:24])[CH3:25])[CH2:17][CH2:18]1)[N:34]1[C:35](=[O:55])[C:36]2([CH2:37][O:38][c:39]3[cH:40][c:41]4[c:42]([cH:47][c:48]32)[O:43][CH2:44][CH2:45][O:46]4)[c:49]2[cH:50][cH:51][cH:52][cH:53][c:54]21.